From a dataset of the Open Reaction Database (ORD), a public repository of structured organic reaction records. describe an organic reaction: reactants, conditions, products, and yield Starting materials: CS(=O)(=O)Cl (Methanesulfonyl chloride), ClC1=CC=C(C=2N(C(=NC21)NC=2C=NC(=CC2C)OC)CCCO)C(=O)OC (methyl 4-chloro-1-(3-hydroxypropyl)-2-[(6-methoxy-4-methylpyridin-3-yl)amino]-1H-benzimidazole-7-carboxylate), S(C)(=O)(=O)[O-] (mesylate), C([O-])([O-])=O.[K+].[K+] (potassium carbonate). The solvent is O1CCCC1 (tetrahydrofuran), C(C)N(CC)CC (triethylamine), C(O)([O-])=O.[Na+] (sodium hydrogen carbonate), CN(C=O)C (N,N-dimethylformamide). Conditions: time 13 hour. Product: ClC=1C=CC(=C2N3C(=NC21)N(CCC3)C=3C=NC(=CC3C)OC)C(=O)OC (Methyl 9-chloro-1-(6-methoxy-4-methylpyridin-3-yl)-1,2,3,4-tetrahydropyrimido[1,2-a]benzimidazole-6-carboxylate). The yield is 37.5%. As a reaction SMILES: CS(Cl)(=O)=O.[Cl:6][C:7]1[C:15]2[N:14]=[C:13]([NH:16][C:17]3[CH:18]=[N:19][C:20]([O:24][CH3:25])=[CH:21][C:22]=3[CH3:23])[N:12]([CH2:26][CH2:27][CH2:28]O)[C:11]=2[C:10]([C:30]([O:32][CH3:33])=[O:31])=[CH:9][CH:8]=1.S([O-])(=O)(=O)C.C(=O)([O-])[O-].[K+].[K+]>O1CCCC1.CN(C)C=O.C(=O)([O-])O.[Na+].C(N(CC)CC)C>[Cl:6][C:7]1[CH:8]=[CH:9][C:10]([C:30]([O:32][CH3:33])=[O:31])=[C:11]2[C:15]=1[N:14]=[C:13]1[N:16]([C:17]3[CH:18]=[N:19][C:20]([O:24][CH3:25])=[CH:21][C:22]=3[CH3:23])[CH2:28][CH2:27][CH2:26][N:12]21 |f:3.4.5,8.9|. Reported procedure: Methanesulfonyl chloride (7.8 mL, 35.5 mmol) was added to a stirred solution of methyl 4-chloro-1-(3-hydroxypropyl)-2-[(6-methoxy-4-methylpyridin-3-yl)amino]-1H-benzimidazole-7-carboxylate (Reference example 120, 3.60 g, 8.89 mmol) and triethylamine (6.2 mL) in tetrahydrofuran (44 mL) at 0° C. The mixture was stirred at room temperature for 13 hr, and concentrated in vacuo. A mixture of the resulting mesylate and potassium carbonate (3.67 g, 26.7 mmol) in N,N-dimethylformamide (40 mL) was stirre... Starting materials: ClC1=NC=C(C(=C1)I)Cl (2,5-dichloro-4-iodopyridine), NC=1C=CC=C2CN(C(C12)=O)C (7-amino-2-methyl-3H-isoindol-1-one), C([O-])([O-])=O.[Cs+].[Cs+] (cesium carbonate). Reagents/catalysts: C(C)(=O)[O-].[Pd+2].C(C)(=O)[O-] (palladium(II) acetate), CC1(C2=CC=CC(=C2OC=2C(=CC=CC12)P(C1=CC=CC=C1)C1=CC=CC=C1)P(C1=CC=CC=C1)C1=CC=CC=C1)C (9,9-dimethyl-4,5-bis(diphenylphosphino)xanthene). Run in O1CCOCC1 (dioxane). Run at temperature 100 celsius. Yields the product ClC1=NC=C(C(=C1)NC=1C=CC=C2CN(C(C12)=O)C)Cl (7-[(2,5-dichloropyridin-4-yl)amino]-2-methyl-3H-isoindol-1-one). Yield: 71.1%. RXN SMILES: [Cl:1][C:2]1[CH:7]=[C:6](I)[C:5]([Cl:9])=[CH:4][N:3]=1.[NH2:10][C:11]1[CH:12]=[CH:13][CH:14]=[C:15]2[C:19]=1[C:18](=[O:20])[N:17]([CH3:21])[CH2:16]2.C(=O)([O-])[O-].[Cs+].[Cs+]>O1CCOCC1.C([O-])(=O)C.[Pd+2].C([O-])(=O)C.CC1(C)C2C=CC=C(P(C3C=CC=CC=3)C3C=CC=CC=3)C=2OC2C1=CC=CC=2P(C1C=CC=CC=1)C1C=CC=CC=1>[Cl:1][C:2]1[CH:7]=[C:6]([NH:10][C:11]2[CH:12]=[CH:13][CH:14]=[C:15]3[C:19]=2[C:18](=[O:20])[N:17]([CH3:21])[CH2:16]3)[C:5]([Cl:9])=[CH:4][N:3]=1 |f:2.3.4,6.7.8|. Reported procedure: A mixture of 2,5-dichloro-4-iodopyridine (0.2 g, 0.73 mmol), 7-amino-2-methyl-3H-isoindol-1-one (0.118 g, 0.73 mmol), palladium(II) acetate (6.56 mg, 0.03 mmol), 9,9-dimethyl-4,5-bis(diphenylphosphino)xanthene (0.025 g, 0.04 mmol) and cesium carbonate (0.476 g, 1.46 mmol) were suspended in dioxane (5 mL). The mixture was heated at 100° C. for 30 minutes in a microwave reactor and then allowed to cool to room temperature. The mixture was loaded onto an SCX column and the product eluted first with... The reactants are Cl.C(C1=CC=CC=C1)OC(=O)N1[C@@H](CCC1=O)C(=O)N1[C@H](C(=O)N[C@@H](CCCNC(N)=N)C=O)CCC1 (N-benzyloxycarbonyl-L-pyroglutamyl-L-prolyl-L-argininal hydrochloride), [H][H] (hydrogen). The reagents and catalysts are [Pd] (palladium black). Run in CN(C=O)C (dimethlformamide). The product is Cl.N1[C@@H](CCC1=O)C(=O)N1[C@H](C(=O)N[C@@H](CCCNC(N)=N)C=O)CCC1 (L-pyroglutamyl-L-prolyl-L-argininal hydrochloride). Isolated yield 46.3%. RXN SMILES: [ClH:1].C(OC([N:12]1[C:16](=[O:17])[CH2:15][CH2:14][C@H:13]1[C:18]([N:20]1[CH2:37][CH2:36][CH2:35][C@H:21]1[C:22]([NH:24][C@H:25]([CH:33]=[O:34])[CH2:26][CH2:27][CH2:28][NH:29][C:30](=[NH:32])[NH2:31])=[O:23])=[O:19])=O)C1C=CC=CC=1.[H][H]>CN(C)C=O.[Pd]>[ClH:1].[NH:12]1[C:16](=[O:17])[CH2:15][CH2:14][C@H:13]1[C:18]([N:20]1[CH2:37][CH2:36][CH2:35][C@H:21]1[C:22]([NH:24][C@H:25]([CH:33]=[O:34])[CH2:26][CH2:27][CH2:28][NH:29][C:30](=[NH:31])[NH2:32])=[O:23])=[O:19] |f:0.1,5.6|. Procedure details: After N-benzyloxycarbonyl-L-pyroglutamyl-L-prolyl-L-argininal hydrochloride (0.081 g, 0.15 mmol) was dissolved in dimethlformamide (10 ml), palladium black (1 g) was added to the solution followed by catalytic hydrogenation at room temperature for 30 minutes in a hydrogen flow. After completion of the reaction, the catalyst was filtered off and ether was added to the residue. The precipitated crystals were filtered to give 0.028 g (46%) of L-pyroglutamyl-L-prolyl-L-argininal hydrochloride. Starting materials: O=C([O-])O, C=CCOC(=O)Nc1csc(CNC(=O)OC(C)(C)C)n1, CC(=O)O, O=CO, ClCCl, [Na+], O, O=C(O)C(F)(F)F. The product is C=CCOC(=O)Nc1csc(CNC=O)n1. Reaction SMILES: [C:29](=[O:30])([OH:31])[O-:32].[CH2:8]([CH:9]=[CH2:10])[O:11][C:12](=[O:13])[NH:14][c:15]1[n:16][c:17]([CH2:20][NH:21][C:22](=[O:23])[O:24][C:25]([CH3:26])([CH3:27])[CH3:28])[s:18][cH:19]1.[CH3:41][C:42](=[O:43])[OH:44].[CH:38]([OH:39])=[O:40].[Cl:34][CH2:35][Cl:36].[Na+:33].[OH2:37].[OH:1][C:2]([C:3]([F:4])([F:5])[F:6])=[O:7]>>[CH2:8]([CH:9]=[CH2:10])[O:11][C:12](=[O:13])[NH:14][c:15]1[n:16][c:17]([CH2:20][NH:21][CH:22]=[O:23])[s:18][cH:19]1. The reactants are CC(C)(C)[O-].[K+] (KOtBu), FC(C=1C=C(CNC=2N=NN(N2)C)C=C(C1)C(F)(F)F)(F)F (N-(3,5-bis(trifluoromethyl)benzyl)-2-methyl-2H-tetrazol-5-amine), CC(C)([O-])C.[K+] (potassium tert-butoxide), BrC1=C(C=C(C=C1)C(F)(F)F)CBr (1-bromo-2-(bromomethyl)-4-(trifluoromethyl)benzene). The solvent is C1CCOC1 (THF), C1CCOC1 (THF). Conditions: time 16 hour. The product is FC(C=1C=C(CN(C=2N=NN(N2)C)CC2=C(C=CC(=C2)C(F)(F)F)Br)C=C(C1)C(F)(F)F)(F)F ((3,5-Bis-trifluoromethyl-benzyl)-(2-bromo-5-trifluoromethyl-benzyl)-(2-methyl-2H-tetrazol-5-yl)-amine). Yield: 70.0%. RXN SMILES: [F:1][C:2]([F:22])([F:21])[C:3]1[CH:4]=[C:5]([CH:14]=[C:15]([C:17]([F:20])([F:19])[F:18])[CH:16]=1)[CH2:6][NH:7][C:8]1[N:9]=[N:10][N:11]([CH3:13])[N:12]=1.CC(C)([O-])C.[K+].[Br:29][C:30]1[CH:35]=[CH:34][C:33]([C:36]([F:39])([F:38])[F:37])=[CH:32][C:31]=1[CH2:40]Br>C1COCC1>[F:18][C:17]([F:19])([F:20])[C:15]1[CH:14]=[C:5]([CH:4]=[C:3]([C:2]([F:1])([F:21])[F:22])[CH:16]=1)[CH2:6][N:7]([CH2:40][C:31]1[CH:32]=[C:33]([C:36]([F:37])([F:39])[F:38])[CH:34]=[CH:35][C:30]=1[Br:29])[C:8]1[N:9]=[N:10][N:11]([CH3:13])[N:12]=1 |f:1.2|. Procedure: To a solution of N-(3,5-bis(trifluoromethyl)benzyl)-2-methyl-2H-tetrazol-5-amine (3.9 g, 12 mmol) in THF (50 mL) at room temperature was added potassium tert-butoxide (KOtBu) (13.2 ml of 1M solution, 13.2 mmol) followed by 1-bromo-2-(bromomethyl)-4-(trifluoromethyl)benzene (4 g, 12.6 mmol). The mixture was stirred at room temperature for 16 hours. Additional KOtBu in THF (13.2 mL of 1M solution, 13.2 mmol) was added and the mixture was stirred at room temperature for 2 hours. The reaction mixtur...